This data is from the Open Reaction Database (ORD), a public repository of structured organic reaction records. The task is: describe an organic reaction: reactants, conditions, products, and yield Starting materials: CCOc1cccc(C=C2CCc3c2nc2ccc(C(=O)O)cn2c3=O)c1, CC(=O)O, Cl. The product is O=C(O)c1ccc2nc3c(c(=O)n2c1)CCC3=Cc1cccc(O)c1. RXN SMILES: [CH2:1]([CH3:2])[O:3][c:4]1[cH:5][c:6]([CH:7]=[C:8]2[CH2:9][CH2:10][c:11]3[c:12]2[n:13][c:14]2[n:15]([c:16]3=[O:17])[cH:18][c:19]([C:22](=[O:23])[OH:24])[cH:20][cH:21]2)[cH:25][cH:26][cH:27]1.[CH3:29][C:30](=[O:31])[OH:32].[ClH:28]>>[OH:3][c:4]1[cH:5][c:6]([CH:7]=[C:8]2[CH2:9][CH2:10][c:11]3[c:12]2[n:13][c:14]2[n:15]([c:16]3=[O:17])[cH:18][c:19]([C:22](=[O:23])[OH:24])[cH:20][cH:21]2)[cH:25][cH:26][cH:27]1.